Dataset: the Open Reaction Database (ORD), a public repository of structured organic reaction records. Task: describe an organic reaction: reactants, conditions, products, and yield The reactants are [H-].[Al+3].[Li+].[H-].[H-].[H-] (lithium aluminum hydride), C(CCCCCCCCCCCCCCC)NC1=CC=C(C=C1)CC(=O)OCC (ethyl (4-hexadecylaminophenyl)acetate). Run in C(C)OCC (ethyl ether), C(C)OCC (ethyl ether). Reaction conditions: time 2 hour. The product is C(CCCCCCCCCCCCCCC)NC1=CC=C(C=C1)CCO (2-(4-hexadecylaminophenyl)ethanol). As a reaction SMILES: [H-].[Al+3].[Li+].[H-].[H-].[H-].[CH2:7]([NH:23][C:24]1[CH:29]=[CH:28][C:27]([CH2:30][C:31](OCC)=[O:32])=[CH:26][CH:25]=1)[CH2:8][CH2:9][CH2:10][CH2:11][CH2:12][CH2:13][CH2:14][CH2:15][CH2:16][CH2:17][CH2:18][CH2:19][CH2:20][CH2:21][CH3:22]>C(OCC)C>[CH2:7]([NH:23][C:24]1[CH:29]=[CH:28][C:27]([CH2:30][CH2:31][OH:32])=[CH:26][CH:25]=1)[CH2:8][CH2:9][CH2:10][CH2:11][CH2:12][CH2:13][CH2:14][CH2:15][CH2:16][CH2:17][CH2:18][CH2:19][CH2:20][CH2:21][CH3:22] |f:0.1.2.3.4.5|. Reported procedure: A mixture of 1.0 g. of lithium aluminum hydride in 20 ml. of dry ethyl ether is stirred at room temperature as a solution of 5.0 g. of ethyl (4-hexadecylaminophenyl)acetate in 15 ml. of dry ethyl ether is slowly added. When the addition is complete, the reaction is stirred for an additional 2 hours and then quenched with 10% aqueous ammonium chloride. The mixture is filtered through celite, the phases are separated, and the ether is evaporated to provide 2-(4-hexadecylaminophenyl)ethanol. Reactants: C(C)C1=NC2=C(N1CC1=CC=C(C=C1)C=1C(=CC=CC1)C(=O)OC)C=C(C=C2C)N(C(=NC#N)N(C)C)C (methyl 4'-[[2-ethyl-4-methyl-6-(3,3-dimethyl-2-cyano-1-methyl-guanidino) -1H-benzimidazol-1-yl]-methyl]-biphenyl-2-carboxylate), [OH-].[Na+] (sodium hydroxide). Solvent: C(C)O (ethanol). Product: C(C)C1=NC2=C(N1CC1=CC=C(C=C1)C=1C(=CC=CC1)C(=O)O)C=C(C=C2C)N(C(=NC#N)N(C)C)C (4'-[[2-Ethyl-4-methyl-6-(3,3-dimethyl-2-cyano-1-methyl-guanidino) -1H-benzimidazol-1-yl]-methyl]-biphenyl-2-carboxylic acid). Reaction SMILES: [CH2:1]([C:3]1[N:7]([CH2:8][C:9]2[CH:14]=[CH:13][C:12]([C:15]3[C:16]([C:21]([O:23]C)=[O:22])=[CH:17][CH:18]=[CH:19][CH:20]=3)=[CH:11][CH:10]=2)[C:6]2[CH:25]=[C:26]([N:30]([CH3:38])[C:31]([N:35]([CH3:37])[CH3:36])=[N:32][C:33]#[N:34])[CH:27]=[C:28]([CH3:29])[C:5]=2[N:4]=1)[CH3:2].[OH-].[Na+]>C(O)C>[CH2:1]([C:3]1[N:7]([CH2:8][C:9]2[CH:14]=[CH:13][C:12]([C:15]3[C:16]([C:21]([OH:23])=[O:22])=[CH:17][CH:18]=[CH:19][CH:20]=3)=[CH:11][CH:10]=2)[C:6]2[CH:25]=[C:26]([N:30]([CH3:38])[C:31]([N:35]([CH3:37])[CH3:36])=[N:32][C:33]#[N:34])[CH:27]=[C:28]([CH3:29])[C:5]=2[N:4]=1)[CH3:2] |f:1.2|. Reported procedure: Prepared analogously to Example 1d from methyl 4'-[[2-ethyl-4-methyl-6-(3,3-dimethyl-2-cyano-1-methyl-guanidino) -1H-benzimidazol-1-yl]-methyl]-biphenyl-2-carboxylate and 2N sodium hydroxide solution in ethanol. The product is NC=1C=C2C(N(C(=NC2=CC1)C(C)N1CCN(CC1)S(=O)(=O)C1=CC=C(C=C1)OC)C)=O (6-Amino-2-{1-[4-(4-methoxy-benzenesulfonyl)-piperazin-1-yl]-ethyl}-3-methyl-3H-quinazolin-4-one). Solvent: C(C)O (ethanol). RXN SMILES: [CH3:1][O:2][C:3]1[CH:8]=[CH:7][C:6]([S:9]([N:12]2[CH2:17][CH2:16][N:15]([CH:18]([C:20]3[N:29]([CH3:30])[C:28](=[O:31])[C:27]4[C:22](=[CH:23][CH:24]=[C:25]([N+:32]([O-])=O)[CH:26]=4)[N:21]=3)[CH3:19])[CH2:14][CH2:13]2)(=[O:11])=[O:10])=[CH:5][CH:4]=1>[Cl-].[Cl-].[Zn+2].C(O)C>[NH2:32][C:25]1[CH:26]=[C:27]2[C:22](=[CH:23][CH:24]=1)[N:21]=[C:20]([CH:18]([N:15]1[CH2:14][CH2:13][N:12]([S:9]([C:6]3[CH:7]=[CH:8][C:3]([O:2][CH3:1])=[CH:4][CH:5]=3)(=[O:11])=[O:10])[CH2:17][CH2:16]1)[CH3:19])[N:29]([CH3:30])[C:28]2=[O:31] |f:1.2.3|. Procedure details: To the 15 ml ethanol solution of 2-{1-[4-(4-Methoxy-benzenesulfonyl)-piperazin-1-yl]-ethyl}-3-methyl-6-nitro-3H-quinazolin-4-one (560.0 mg, 1.14 mmol) was added ZnCl2 (1.08 g, 5.7 mmol). The reaction was refluxed for 2 hours with vigorous agitation by a magnetic stirrer. The mixture was cooled to room temperature, the solvent was removed by reduce pressure and extracted with Na2CO3 aqueous and ethyl acetate, dried over anhydrous MgSO4, and concentrated by rotary evaporation. Purification was acc... Yield: 81.9%. Starting materials: COC1=CC=C(C=C1)S(=O)(=O)N1CCN(CC1)C(C)C1=NC2=CC=C(C=C2C(N1C)=O)[N+](=O)[O-] (2-{1-[4-(4-Methoxy-benzenesulfonyl)-piperazin-1-yl]-ethyl}-3-methyl-6-nitro-3H-quinazolin-4-one). Reagents/catalysts: [Cl-].[Cl-].[Zn+2] (ZnCl2). The solvent is O (water). Reported procedure: Cellulose (20 g), sodium hydroxide (10 g), water (30 g), and ethanol (150 g) are charged into a 500 ml glass reactor. The resulting alkali cellulose is stirred 45 minutes at 25° C. Then monochloroacetic acid (15 g) and hexylchoride (1 g) are added and the temperature raised over time to 95° C. and held at 95° C. for 150 minutes. The reaction is cooled to 70° C., and then cooled to 25° C. Neutralization is accomplished by the addition of a sufficient amount of nitric acid/acetic acid to achieve a... Starting materials: Cellulose, [OH-].[Na+] (sodium hydroxide), C(C)O (ethanol), ClCC(=O)O (monochloroacetic acid), C(CCCCC)Cl (hexylchoride), cellulose, [N+](=O)(O)[O-].C(C)(=O)O (nitric acid acetic acid). Product: C(CCCCC)OCCCCCC (hexylether). Conditions: temperature 95 celsius, time 150 minute. Reaction SMILES: [OH-].[Na+].Cl[CH2:4][C:5]([OH:7])=O.[CH2:8](Cl)[CH2:9][CH2:10][CH2:11][CH2:12][CH3:13].[N+]([O-])(O)=O.[C:19](O)(=O)[CH3:20].[CH2:23](O)[CH3:24]>O>[CH2:8]([O:7][CH2:5][CH2:4][CH2:23][CH2:24][CH2:19][CH3:20])[CH2:9][CH2:10][CH2:11][CH2:12][CH3:13] |f:0.1,4.5|.